From a dataset of the Open Reaction Database (ORD), a public repository of structured organic reaction records. describe an organic reaction: reactants, conditions, products, and yield Reactants: B, C1CCOC1, COC(=O)CCCCCCC(=O)O, CCOC(C)=O, C1CCOC1. Yields the product COC(=O)CCCCCCCO. As a reaction SMILES: [BH3:14].[CH2:15]1[O:16][CH2:17][CH2:18][CH2:19]1.[CH3:1][O:2][C:3]([CH2:4][CH2:5][CH2:6][CH2:7][CH2:8][CH2:9][C:10](=[O:11])[OH:12])=[O:13].[CH3:25][CH2:26][O:27][C:28](=[O:29])[CH3:30].[O:20]1[CH2:21][CH2:22][CH2:23][CH2:24]1>>[CH3:1][O:2][C:3]([CH2:4][CH2:5][CH2:6][CH2:7][CH2:8][CH2:9][CH2:10][OH:11])=[O:13]. The reactants are BrC=1N=C2C(=NC1)N(C=C2C(=O)NC(C)(C)C)COCC[Si](C)(C)C (2-bromo-N-tert-butyl-5-((2-(trimethylsilyl)ethoxy)methyl)-5H-pyrrolo[2,3-b]pyrazine-7-carboxamide), Cl.C(C)N1N=CC(=C1)N (1-ethyl-1H-pyrazol-4-amine hydrochloride), CC(C)([O-])C.[Na+] (sodium tert-butoxide). Reagents/catalysts: C(C)(=O)[O-].[Pd+2].C(C)(=O)[O-] (palladium (II) acetate), C=1C=CC(=CC1)P(C=2C=CC=CC2)C3=CC=C4C=CC=CC4=C3C5=C6C=CC=CC6=CC=C5P(C=7C=CC=CC7)C=8C=CC=CC8 (BINAP). The solvent is O (water), CN(C)C=O (DMF), C1(=CC=CC=C1)C (toluene). Conditions: temperature 140 celsius. Yields the product C(C)(C)(C)NC(=O)C1=CN(C2=NC=C(N=C21)NC=2C=NN(C2)CC)COCC[Si](C)(C)C (N-tert-butyl-2-(1-ethyl-1H-pyrazol-4-ylamino)-5-((2-(trimethylsilyl)ethoxy)methyl)-5H-pyrrolo[2,3-b]pyrazine-7-carboxamide). Yield: 51.0%. Reaction SMILES: Br[C:2]1[N:3]=[C:4]2[C:10]([C:11]([NH:13][C:14]([CH3:17])([CH3:16])[CH3:15])=[O:12])=[CH:9][N:8]([CH2:18][O:19][CH2:20][CH2:21][Si:22]([CH3:25])([CH3:24])[CH3:23])[C:5]2=[N:6][CH:7]=1.Cl.[CH2:27]([N:29]1[CH:33]=[C:32]([NH2:34])[CH:31]=[N:30]1)[CH3:28].CC(C)([O-])C.[Na+]>CN(C=O)C.C1(C)C=CC=CC=1.O.C([O-])(=O)C.[Pd+2].C([O-])(=O)C.C1C=CC(P(C2C(C3C(P(C4C=CC=CC=4)C4C=CC=CC=4)=CC=C4C=3C=CC=C4)=C3C(C=CC=C3)=CC=2)C2C=CC=CC=2)=CC=1>[C:14]([NH:13][C:11]([C:10]1[C:4]2[C:5](=[N:6][CH:7]=[C:2]([NH:34][C:32]3[CH:31]=[N:30][N:29]([CH2:27][CH3:28])[CH:33]=3)[N:3]=2)[N:8]([CH2:18][O:19][CH2:20][CH2:21][Si:22]([CH3:25])([CH3:24])[CH3:23])[CH:9]=1)=[O:12])([CH3:17])([CH3:16])[CH3:15] |f:1.2,3.4,8.9.10|. Reported procedure: A mixture of 2-bromo-N-tert-butyl-5-((2-(trimethylsilyl)ethoxy)methyl)-5H-pyrrolo[2,3-b]pyrazine-7-carboxamide (150 mg, 351 μmol), 1-ethyl-1H-pyrazol-4-amine hydrochloride (51.8 mg, 526 μmol), BINAP (10.9 mg, 17.5 μmol), palladium (II) acetate (19.7 mg, 87.7 μmol) and sodium tert-butoxide (101 mg, 1.05 mmol, Eq: 3) in DMF (1 mL) and toluene (500 μL) was heated in a microwave at 140° C. for 20 min. The reaction mixture was diluted with water then extracted into ethyl acetate (3×). The combined or... The reactants are C(CN)N (ethylenediamine), CC1(NC(CC(C1)=O)(C)C)C (2,2,6,6-tetramethyl-4-piperidone), Pt. Solvent: CO (methanol), CO (methanol). Reaction conditions: time 2 hour. Yields the product CC1(NC(CC(C1)NCCNC1CC(NC(C1)(C)C)(C)C)(C)C)C (N,N'-bis(2,2,6,6-tetramethyl-4-piperidyl) ethylenediamine). RXN SMILES: [CH3:1][C:2]1([CH3:11])[CH2:7][C:6](=O)[CH2:5][C:4]([CH3:10])([CH3:9])[NH:3]1.[CH2:12]([NH2:15])[CH2:13][NH2:14]>CO>[CH3:1][C:2]1([CH3:11])[CH2:7][CH:6]([NH:14][CH2:13][CH2:12][NH:15][CH:6]2[CH2:5][C:4]([CH3:10])([CH3:9])[NH:3][C:2]([CH3:11])([CH3:1])[CH2:7]2)[CH2:5][C:4]([CH3:10])([CH3:9])[NH:3]1. Procedure: 162.75 g (1.05 moles) of 2,2,6,6-tetramethyl-4-piperidone dissolved in 200 cc of methanol, 30 g (0.5 moles) of ethylenediamine dissolved in 40 cc of methanol, and 0.5 g of Pt (at 10% on carbon) were introduced into a 1 liter autoclave, and the mixture hydrogenated at 80° C and 50 atm pressure for 2 hours.